describe an organic reaction: reactants, conditions, products, and yield From a dataset of the Open Reaction Database (ORD), a public repository of structured organic reaction records. The reactants are [BH3-]C#N, O=C([O-])[O-], COC(=O)Cc1ccc(C#Cc2cc(OCOCC[Si](C)(C)C)c3c(c2)C(C)(C)CCC3=O)cc1, CI, CC#N, CC(=O)O, NC1CC1, ClCCl, [K+], [K+], [Na+], [Na+], [Na+], O=C([O-])[O-], O. Yields the product COC(=O)Cc1ccc(C#Cc2cc(OCOCC[Si](C)(C)C)c3c(c2)C(C)(C)CCC3N(C)C2CC2)cc1. As a reaction SMILES: [C:40]([BH3-:41])#[N:42].[C:44](=[O:45])([O-:46])[O-:47].[CH3:1][O:2][C:3]([CH2:4][c:5]1[cH:6][cH:7][c:8]([C:11]#[C:12][c:13]2[cH:14][c:15]3[c:20]([c:21]([O:23][CH2:24][O:25][CH2:26][CH2:27][Si:28]([CH3:29])([CH3:30])[CH3:31])[cH:22]2)[C:19](=[O:32])[CH2:18][CH2:17][C:16]3([CH3:33])[CH3:34])[cH:9][cH:10]1)=[O:35].[CH3:50][I:51].[CH3:55][C:56]#[N:57].[CH3:65][C:66](=[O:67])[OH:68].[CH:36]1([NH2:39])[CH2:37][CH2:38]1.[Cl:52][CH2:53][Cl:54].[K+:48].[K+:49].[Na+:43].[Na+:59].[Na+:60].[O-:61][C:62](=[O:63])[O-:64].[OH2:58]>>[CH3:1][O:2][C:3]([CH2:4][c:5]1[cH:6][cH:7][c:8]([C:11]#[C:12][c:13]2[cH:14][c:15]3[c:20]([c:21]([O:23][CH2:24][O:25][CH2:26][CH2:27][Si:28]([CH3:29])([CH3:30])[CH3:31])[cH:22]2)[CH:19]([N:39]([CH:36]2[CH2:37][CH2:38]2)[CH3:40])[CH2:18][CH2:17][C:16]3([CH3:33])[CH3:34])[cH:9][cH:10]1)=[O:35].